This data is from the Open Reaction Database (ORD), a public repository of structured organic reaction records. The task is: describe an organic reaction: reactants, conditions, products, and yield Starting materials: C1(=CC=CC=C1)C1CN(CCN1)CC1=CC=C(C=C1)C1=C(C=CC=C1)C(F)(F)F (3-phenyl-1-(2′-trifluoromethyl-biphenyl-4-ylmethyl)-piperazine), C(C)(=O)O[BH-](OC(C)=O)OC(C)=O.[Na+] (sodium triacetoxyborohydride), C(C)(=O)O (acetic acid). The solvent is ClC(C)Cl (dichloroethane), CC(=O)C (acetone), ClCCl (dichloromethane). Reaction conditions: time 8 hour. The product is C(C)(C)N1C(CN(CC1)CC1=CC=C(C=C1)C1=C(C=CC=C1)C(F)(F)F)C1=CC=CC=C1 (1-Isopropyl-2-phenyl-4-(2′-trifluoromethyl-biphenyl-4-ylmethyl)-piperazine). Yield: 41.0%. RXN SMILES: [C:1]1([CH:7]2[NH:12][CH2:11][CH2:10][N:9]([CH2:13][C:14]3[CH:19]=[CH:18][C:17]([C:20]4[CH:25]=[CH:24][CH:23]=[CH:22][C:21]=4[C:26]([F:29])([F:28])[F:27])=[CH:16][CH:15]=3)[CH2:8]2)[CH:6]=[CH:5][CH:4]=[CH:3][CH:2]=1.C(O[BH-](O[C:40](=O)[CH3:41])OC(=O)C)(=O)C.[Na+].[C:44](O)(=O)C>ClC(Cl)C.CC(C)=O.ClCCl>[CH:40]([N:12]1[CH2:11][CH2:10][N:9]([CH2:13][C:14]2[CH:19]=[CH:18][C:17]([C:20]3[CH:25]=[CH:24][CH:23]=[CH:22][C:21]=3[C:26]([F:28])([F:29])[F:27])=[CH:16][CH:15]=2)[CH2:8][CH:7]1[C:1]1[CH:2]=[CH:3][CH:4]=[CH:5][CH:6]=1)([CH3:41])[CH3:44] |f:1.2|. Reported procedure: 100 mg of 3-phenyl-1-(2′-trifluoromethyl-biphenyl-4-ylmethyl)-piperazine was dissolved in a 2:1 mixture of dichloroethane and acetone, 2 equiv. of sodium triacetoxyborohydride was added followed by 30 μL of acetic acid. The reaction was stirred at room temperature under nitrogen overnight. The reaction was diluted with 5 mL of dichloromethane. The reaction mixture was washed with 1M aqueous sodium hydroxide solution and brine, then dried over sodium sulfate, filtered and concentrated in vacuo. T...